This data is from the Open Reaction Database (ORD), a public repository of structured organic reaction records. The task is: describe an organic reaction: reactants, conditions, products, and yield The reactants are [OH-].[K+] (caustic potash), S(=O)(=O)(O)[O-].[K+] (potassium hydrogen sulfate), NC1=C(C=C(C=C1)OC1=CC=CC=C1)SC(C(C(=O)OCC)O)C1=CC=C(C=C1)OC (ethyl 3-(2-amino-5-phenoxyphenyl)thio-2-hydroxy-3-(4-methoxyphenyl)propionate), C(C)(=O)OCC (ethyl acetate). Run in O (water), C(C)O (ethanol), O (water). Run at time 2 hour. Yields the product NC1=C(C=C(C=C1)OC1=CC=CC=C1)SC(C(C(=O)O)O)C1=CC=C(C=C1)OC (3-(2-Amino-5-phenoxyphenyl)thio-2-hydroxy-3-(4-methoxyphenyl)propionic acid). Yield: 46.9%. As a reaction SMILES: [NH2:1][C:2]1[CH:7]=[CH:6][C:5]([O:8][C:9]2[CH:14]=[CH:13][CH:12]=[CH:11][CH:10]=2)=[CH:4][C:3]=1[S:15][CH:16]([C:24]1[CH:29]=[CH:28][C:27]([O:30][CH3:31])=[CH:26][CH:25]=1)[CH:17]([OH:23])[C:18]([O:20]CC)=[O:19].[OH-].[K+].C(OCC)(=O)C.S([O-])(O)(=O)=O.[K+]>C(O)C.O>[NH2:1][C:2]1[CH:7]=[CH:6][C:5]([O:8][C:9]2[CH:10]=[CH:11][CH:12]=[CH:13][CH:14]=2)=[CH:4][C:3]=1[S:15][CH:16]([C:24]1[CH:25]=[CH:26][C:27]([O:30][CH3:31])=[CH:28][CH:29]=1)[CH:17]([OH:23])[C:18]([OH:20])=[O:19] |f:1.2,4.5|. Procedure details: 3.28 g of ethyl 3-(2-amino-5-phenoxyphenyl)thio-2-hydroxy-3-(4-methoxyphenyl)propionate [prepared as described in step (a) above] were dissolved in 20 ml of ethanol, and a solution of 615 mg of 85% (by weight purity) caustic potash dissolved in 5 ml of water were added to the resulting solution. The solution was then stirred at room temperature for 2 hours, after which 50 ml of water and 70 ml of ethyl acetate Were added thereto, followed by an aqueous solution of potassium hydrogen sulfate suff... Starting materials: COC=1C=C(CN2C=C(C3=CC=CN=C23)C(C(=O)Cl)=O)C=CC1 (1-(3-methoxybenzyl)-7-azaindole-3-yl-glyoxylic acid chloride), [H-].[Na+] (sodium hydride), NC1=C(C=NC=C1Cl)Cl (4-amino-3,5-dichloropyridine). The solvent is C1CCOC1 (THF), C1CCOC1 (THF). Run at time 1 hour. Yields the product ClC=1C=NC=C(C1NC(C(=O)C1=CN(C2=NC=CC=C12)CC1=CC(=CC=C1)OC)=O)Cl (N-(3,5-Dichloropyridine-4-yl)-[1-(3-methoxybenzyl)-7-azaindole-3-yl]-glyoxylic acid amide). Reaction SMILES: [H-].[Na+].[NH2:3][C:4]1[C:9]([Cl:10])=[CH:8][N:7]=[CH:6][C:5]=1[Cl:11].[CH3:12][O:13][C:14]1[CH:15]=[C:16]([CH:32]=[CH:33][CH:34]=1)[CH2:17][N:18]1[C:26]2[C:21](=[CH:22][CH:23]=[CH:24][N:25]=2)[C:20]([C:27](=[O:31])[C:28](Cl)=[O:29])=[CH:19]1>C1COCC1>[Cl:11][C:5]1[CH:6]=[N:7][CH:8]=[C:9]([Cl:10])[C:4]=1[NH:3][C:28](=[O:29])[C:27]([C:20]1[C:21]2[C:26](=[N:25][CH:24]=[CH:23][CH:22]=2)[N:18]([CH2:17][C:16]2[CH:32]=[CH:33][CH:34]=[C:14]([O:13][CH3:12])[CH:15]=2)[CH:19]=1)=[O:31] |f:0.1|. Procedure details: To a suspension of 2 g of sodium hydride in 20 mL of THF, 2.4 g of 4-amino-3,5-dichloropyridine (15 mmoles) in 30 mL of THF are added dropwise at −5° C. The mixture is then kept for one hour at 20° C. with stirring. Subsequently, the previously prepared suspension of 1-(3-methoxybenzyl)-7-azaindole-3-yl-glyoxylic acid chloride is added dropwise at about 0° C. Finally, the reaction mixture is refluxed for 4 hours, after which the solvent is removed under vacuum. The residue is stirred with 50 mL ...